describe an organic reaction: reactants, conditions, products, and yield From a dataset of the Open Reaction Database (ORD), a public repository of structured organic reaction records. Starting materials: CONS(=O)(=O)C1=C(C=CC(=C1)[N+](=O)[O-])C (N-Methoxy-2-methyl-5-nitrobenzenesulfonamide), NN (hydrazine). Reagents/catalysts: [Pd] (palladium on carbon). Run in C(C)O (ethanol). The product is NC=1C=CC(=C(C1)S(=O)(=O)NOC)C (5-Amino-N-methoxy-2-methylbenzenesulfonamide). Reaction SMILES: [CH3:1][O:2][NH:3][S:4]([C:7]1[CH:12]=[C:11]([N+:13]([O-])=O)[CH:10]=[CH:9][C:8]=1[CH3:16])(=[O:6])=[O:5].NN>[Pd].C(O)C>[NH2:13][C:11]1[CH:10]=[CH:9][C:8]([CH3:16])=[C:7]([S:4]([NH:3][O:2][CH3:1])(=[O:5])=[O:6])[CH:12]=1. Procedure: N-Methoxy-2-methyl-5-nitrobenzenesulfonamide (0.5 g, 2 mmol) was combined with 10% palladium on carbon (0.05 g), ethanol (10 mL), and hydrazine (1 mL) and heated at reflux for 18 h. The solution was filtered through celite, concentrated, and purified on silica gel with methanol in dichloromethane. Product was an off white solid (0.28 g, 1.3 mmoL). 1H NMR (300 MHz, d6-DMSO) δ10.3 (s, 1H), 7.11 (s, 1H), 7.02 (d, J=8.2 Hz, 1H), 6.7 (d, J=8.2 Hz, 1H), 5.37 (s, 2H), 3.57 (s, 3H), 2.38 (s, 3H). Reactants: ClC[C@H](CC1=CC(=CC=C1)OCC(CCC)CCC)O ((S)-1-chloro-3-(3-(2-propylpentyloxy)phenyl)propan-2-ol), [N-]=[N+]=[N-].[Na+] (sodium azide). Product: N(=[N+]=[N-])C[C@H](CC1=CC(=CC=C1)OCC(CCC)CCC)O ((S)-1-azido-3-(3-(2-propylpentyloxy)phenyl)propan-2-ol). Reaction SMILES: Cl[CH2:2][C@@H:3]([OH:20])[CH2:4][C:5]1[CH:10]=[CH:9][CH:8]=[C:7]([O:11][CH2:12][CH:13]([CH2:17][CH2:18][CH3:19])[CH2:14][CH2:15][CH3:16])[CH:6]=1.[N-:21]=[N+:22]=[N-:23].[Na+]>>[N:21]([CH2:2][C@@H:3]([OH:20])[CH2:4][C:5]1[CH:10]=[CH:9][CH:8]=[C:7]([O:11][CH2:12][CH:13]([CH2:17][CH2:18][CH3:19])[CH2:14][CH2:15][CH3:16])[CH:6]=1)=[N+:22]=[N-:23] |f:1.2|. Reported procedure: Treatment of (S)-1-chloro-3-(3-(2-propylpentyloxy)phenyl)propan-2-ol with sodium azide following the method used in Example 66 gave (S)-1-azido-3-(3-(2-propylpentyloxy)phenyl)propan-2-ol which was used without further purification. Reactants: CN(C)C=C1CC(NC2=C(C1=O)C=C(C=C2)C)=O (4-[(dimethylamino)methylene]-3,4-dihydro-7-methyl-1H-benzazepine-2,5-dione), Cl.C(C(C)C)(=N)N (isobutyramidine hydrochloride). Product: CC=1C=CC2=C(C3=C(CC(N2)=O)C=NC(=N3)C(C)C)C1 (5,7-Dihydro-10-methyl-2-(1-methylethyl)-6H-pyrimido[5,4-d][1]benzazepin-6-one). Yield: 91.0%. As a reaction SMILES: CN([CH:4]=[C:5]1[C:11](=O)[C:10]2[CH:13]=[C:14]([CH3:17])[CH:15]=[CH:16][C:9]=2[NH:8][C:7](=[O:18])[CH2:6]1)C.Cl.[C:20]([NH2:25])(=[NH:24])[CH:21]([CH3:23])[CH3:22]>>[CH3:17][C:14]1[CH:15]=[CH:16][C:9]2[NH:8][C:7](=[O:18])[CH2:6][C:5]3[CH:4]=[N:24][C:20]([CH:21]([CH3:23])[CH3:22])=[N:25][C:11]=3[C:10]=2[CH:13]=1 |f:1.2|. Procedure: Analogous to Scheme 1 from 4-[(dimethylamino)methylene]-3,4-dihydro-7-methyl-1H-benzazepine-2,5-dione and isobutyramidine hydrochloride. Yield: 91%. Procedure: To the pyridine (2 ml) solution of 4-(2-amino-6,6-dimethyl-11-oxo-6,11-dihydro-5H-benzo[b]carbazole-8-yl oxy)-piperidine-1-carboxylic acid tert-butyl ester (Compound P6, 50 mg, 0.105 mmol), mesyl chloride (9 μl, 1.2 eq.) was added and stirred at room temperature for 30 min. Upon the completion of the reaction, the reaction solution was concentrated under reduced pressure to obtain the title compound as an unpurified product. Run at time 30 minute. The reactants are C(C)(C)(C)OC(=O)N1CCC(CC1)OC=1C=CC2=C(C(C=3NC4=CC=C(C=C4C3C2=O)N)(C)C)C1 (4-(2-amino-6,6-dimethyl-11-oxo-6,11-dihydro-5H-benzo[b]carbazole-8-yl oxy)-piperidine-1-carboxylic acid tert-butyl ester), S(=O)(=O)(C)Cl (mesyl chloride). RXN SMILES: [C:1]([O:5][C:6]([N:8]1[CH2:13][CH2:12][CH:11]([O:14][C:15]2[CH:16]=[CH:17][C:18]3[C:30](=[O:31])[C:29]4[C:28]5[C:23](=[CH:24][CH:25]=[C:26]([NH2:32])[CH:27]=5)[NH:22][C:21]=4[C:20]([CH3:34])([CH3:33])[C:19]=3[CH:35]=2)[CH2:10][CH2:9]1)=[O:7])([CH3:4])([CH3:3])[CH3:2].[S:36](Cl)([CH3:39])(=[O:38])=[O:37]>N1C=CC=CC=1>[C:1]([O:5][C:6]([N:8]1[CH2:13][CH2:12][CH:11]([O:14][C:15]2[CH:16]=[CH:17][C:18]3[C:30](=[O:31])[C:29]4[C:28]5[C:23](=[CH:24][CH:25]=[C:26]([NH:32][S:36]([CH3:39])(=[O:38])=[O:37])[CH:27]=5)[NH:22][C:21]=4[C:20]([CH3:34])([CH3:33])[C:19]=3[CH:35]=2)[CH2:10][CH2:9]1)=[O:7])([CH3:4])([CH3:2])[CH3:3]. Yields the product C(C)(C)(C)OC(=O)N1CCC(CC1)OC=1C=CC2=C(C(C=3NC4=CC=C(C=C4C3C2=O)NS(=O)(=O)C)(C)C)C1 (4-(2-Methanesulfonylamino-6,6-dimethyl-11-oxo-6,11-dihydro-5H-benzo[b]carbazole-8-yl oxy)-piperidine-1-carboxylic acid tert-butyl ester), unpurified product. The solvent is N1=CC=CC=C1 (pyridine). Reactants: FC1=CC=C(CCNC(C2=CC=CC=C2)=O)C=C1 (N-(4-fluorophenethyl)benzamide), polyphosphoric acid. Run in O (water). Run at temperature 150 celsius. The product is FC1=CC=C2CCN=C(C2=C1)C1=CC=CC=C1 (7-fluoro-1-phenyl-3,4-dihydroisoquinoline). Isolated yield 27.6%. RXN SMILES: [F:1][C:2]1[CH:18]=[CH:17][C:5]([CH2:6][CH2:7][NH:8][C:9](=O)[C:10]2[CH:15]=[CH:14][CH:13]=[CH:12][CH:11]=2)=[CH:4][CH:3]=1>O>[F:1][C:2]1[CH:18]=[C:17]2[C:5]([CH2:6][CH2:7][N:8]=[C:9]2[C:10]2[CH:15]=[CH:14][CH:13]=[CH:12][CH:11]=2)=[CH:4][CH:3]=1. Procedure: A mixture of 12.5 g (51.4 mmol) of N-(4-fluorophenethyl)benzamide and polyphosphoric acid (150 ml) was heated at 150° C. for 5 days. Then the hot solution was poured into water and the reaction was quenched by the addition of NaHCO3. It was extracted with DCM (3×300 ml). The combined organic phases were washed with brine (300 ml), dried over Na2SO4, filtered and concentrated to small volume under vacuum. 3.2 g of the crude product 7-fluoro-1-phenyl-3,4-dihydroisoquinoline were obtained as the re... RXN SMILES: [NH2:1][C:2]1[CH:3]=[C:4]([CH:15]=[CH:16][C:17]=1[S:18][C:19]1[CH:24]=[CH:23][C:22]([OH:25])=[CH:21][CH:20]=1)[C:5]([NH:7][C:8]1[CH:13]=[CH:12][CH:11]=[C:10]([Br:14])[CH:9]=1)=[O:6].C([C:28]1[C:29]([N:35]=[CH:36][N:37]([CH3:39])C)=[N:30][C:31]([CH3:34])=[CH:32][CH:33]=1)#N.NC1C=C(C=CC=1SC1C=CC(O)=CC=1)C(NC1C=CC(Br)=CC=1)=O>>[Br:14][C:10]1[CH:9]=[C:8]([NH:7][C:5](=[O:6])[C:4]2[CH:15]=[CH:16][C:17]([S:18][C:19]3[CH:24]=[CH:23][C:22]([OH:25])=[CH:21][CH:20]=3)=[C:2]([NH:1][C:39]3[C:28]4[CH:33]=[CH:32][C:31]([CH3:34])=[N:30][C:29]=4[N:35]=[CH:36][N:37]=3)[CH:3]=2)[CH:13]=[CH:12][CH:11]=1. Starting materials: NC=1C=C(C(=O)NC2=CC=C(C=C2)Br)C=CC1SC1=CC=C(C=C1)O (3-Amino-N-(4-bromo-phenyl)-4-(4-hydroxy-phenylsulfanyl)-benzamide), NC=1C=C(C(=O)NC2=CC(=CC=C2)Br)C=CC1SC1=CC=C(C=C1)O (3-Amino-N-(3-bromo-phenyl)-4-(4-hydroxy-phenylsulfanyl)-benzamide), C(#N)C=1C(=NC(=CC1)C)N=CN(C)C (N′-(3-Cyano-6-methyl-pyridin-2-yl)-N,N-dimethyl-formamidine), C(#N)C=1C(=NC(=CC1)C)N=CN(C)C (N′-(3-Cyano-6-methyl-pyridin-2-yl)-N,N-dimethyl-formamidine), NC=1C=C(C(=O)NC2=CC(=CC=C2)Br)C=CC1SC1=CC=C(C=C1)O (3-Amino-N-(3-bromo-phenyl)-4-(4-hydroxy-phenylsulfanyl)-benzamide), product. Yield: 47.0%. Procedure: The product of Example 26A was reacted with the product of Example 9B using the procedure of Example 22C substituting the product of Example 26A for the product of Example 22B and substituting the product of Example 9B for the product of Example 8E to provide the crude title compound which was purified by column chromatography on silica gel using methanol/dichloromethane as eluent to provide the title product (22 mg, 47%). 1H NMR (300 MHz, DMSO-D6) δ ppm: 2.68 (s, 3 H) 6.81-6.89 (m, 2 H) 6.89-7.... Yields the product BrC=1C=C(C=CC1)NC(C1=CC(=C(C=C1)SC1=CC=C(C=C1)O)NC=1C2=C(N=CN1)N=C(C=C2)C)=O (N-(3-Bromo-phenyl)-4-(4-hydroxy-phenylsulfanyl)-3-(7-methyl-pyrido[2,3-d]pyrimidin-4-ylamino)-benzamide). The reactants are CC(=O)OC=O, Cl, FC(F)(F)c1cc(COC2CCCNC2c2ccccc2)cc(C(F)(F)F)c1, C1CCOC1. Yields the product O=CN1CCCC(OCc2cc(C(F)(F)F)cc(C(F)(F)F)c2)C1c1ccccc1. RXN SMILES: [C:30]([O:31][CH:33]=[O:34])(=[O:32])[CH3:35].[ClH:29].[F:1][C:2]([c:3]1[cH:4][c:5]([CH2:13][O:14][CH:15]2[CH:16]([c:21]3[cH:22][cH:23][cH:24][cH:25][cH:26]3)[NH:17][CH2:18][CH2:19][CH2:20]2)[cH:6][c:7]([C:9]([F:10])([F:11])[F:12])[cH:8]1)([F:27])[F:28].[O:36]1[CH2:37][CH2:38][CH2:39][CH2:40]1>>[F:1][C:2]([c:3]1[cH:4][c:5]([CH2:13][O:14][CH:15]2[CH:16]([c:21]3[cH:22][cH:23][cH:24][cH:25][cH:26]3)[N:17]([CH:30]=[O:32])[CH2:18][CH2:19][CH2:20]2)[cH:6][c:7]([C:9]([F:10])([F:11])[F:12])[cH:8]1)([F:27])[F:28]. Starting materials: CC(O)C(C)C(Cn1cncn1)(O[Si](C)(C)C)c1ccc(Cl)cc1, CCCC[N+](CCCC)(CCCC)CCCC, [F-], C1CCOC1, O. Product: CC(O)C(C)C(O)(Cn1cncn1)c1ccc(Cl)cc1. As a reaction SMILES: [CH3:19][CH:20]([C:21]([CH2:22][n:23]1[n:24][cH:25][n:26][cH:27]1)([O:28][Si:29]([CH3:30])([CH3:31])[CH3:32])[c:33]1[cH:34][cH:35][c:36]([Cl:39])[cH:37][cH:38]1)[CH:40]([CH3:41])[OH:42].[CH3:2][CH2:3][CH2:4][CH2:5][N+:6]([CH2:7][CH2:8][CH2:9][CH3:10])([CH2:11][CH2:12][CH2:13][CH3:14])[CH2:15][CH2:16][CH2:17][CH3:18].[F-:1].[O:44]1[CH2:45][CH2:46][CH2:47][CH2:48]1.[OH2:43]>>[CH3:19][CH:20]([C:21]([CH2:22][n:23]1[n:24][cH:25][n:26][cH:27]1)([OH:28])[c:33]1[cH:34][cH:35][c:36]([Cl:39])[cH:37][cH:38]1)[CH:40]([CH3:41])[OH:42]. Reactants: NC(CCC(=O)N(CCOCc1ccccc1)C1CCC(C(=O)OCc2ccccc2)CC1)C1CCOCC1, CCOC(C)=O, ClCCCl, O=Cc1cc(Oc2ccccc2)ncc1[N+](=O)[O-], [Na+], [OH-]. The product is O=C(OCc1ccccc1)C1CCC(N(CCOCc2ccccc2)C(=O)CCC(NCc2cc(Oc3ccccc3)ncc2[N+](=O)[O-])C2CCOCC2)CC1. RXN SMILES: [CH2:1]([c:2]1[cH:3][cH:4][cH:5][cH:6][cH:7]1)[O:8][C:9](=[O:10])[CH:11]1[CH2:12][CH2:13][CH:14]([N:17]([CH2:18][CH2:19][O:20][CH2:21][c:22]2[cH:23][cH:24][cH:25][cH:26][cH:27]2)[C:28]([CH2:29][CH2:30][CH:31]([CH:32]2[CH2:33][CH2:34][O:35][CH2:36][CH2:37]2)[NH2:38])=[O:39])[CH2:15][CH2:16]1.[CH3:60][CH2:61][O:62][C:63]([CH3:64])=[O:65].[Cl:66][CH2:67][CH2:68][Cl:69].[N+:40](=[O:41])([O-:42])[c:43]1[c:44]([CH:56]=[O:57])[cH:45][c:46]([O:49][c:50]2[cH:51][cH:52][cH:53][cH:54][cH:55]2)[n:47][cH:48]1.[Na+:59].[OH-:58]>>[CH2:1]([c:2]1[cH:3][cH:4][cH:5][cH:6][cH:7]1)[O:8][C:9](=[O:10])[CH:11]1[CH2:12][CH2:13][CH:14]([N:17]([CH2:18][CH2:19][O:20][CH2:21][c:22]2[cH:23][cH:24][cH:25][cH:26][cH:27]2)[C:28]([CH2:29][CH2:30][CH:31]([CH:32]2[CH2:33][CH2:34][O:35][CH2:36][CH2:37]2)[NH:38][CH2:56][c:44]2[c:43]([N+:40](=[O:41])[O-:42])[cH:48][n:47][c:46]([O:49][c:50]3[cH:51][cH:52][cH:53][cH:54][cH:55]3)[cH:45]2)=[O:39])[CH2:15][CH2:16]1.